From a dataset of the Open Reaction Database (ORD), a public repository of structured organic reaction records. describe an organic reaction: reactants, conditions, products, and yield Starting materials: O (water), COC1=C(C(=CC(=C1)COC)OC)OB(O)O (2,6-dimethoxy-4-methoxymethylphenylboric acid), O.O.O.O.O.O.O.O.[OH-].[Ba+2].[OH-] (barium hydroxide octahydrate), O (Water), BrC1=CC=CC=2N1N=C(C2NC(OC(C)(C)C)=O)COC (tert-butyl N-[7-bromo-2-(methoxymethyl)pyrazolo[1,5-a]pyridin-3-yl]carbamate). The reagents and catalysts are C=1C=CC(=CC1)[P](C=2C=CC=CC2)(C=3C=CC=CC3)[Pd]([P](C=4C=CC=CC4)(C=5C=CC=CC5)C=6C=CC=CC6)([P](C=7C=CC=CC7)(C=8C=CC=CC8)C=9C=CC=CC9)[P](C=1C=CC=CC1)(C=1C=CC=CC1)C=1C=CC=CC1 (tetrakis(triphenylphosphine)palladium(0)). Run in COCCOC (1,2-dimethoxyethane). Reaction conditions: temperature 80 celsius, time 2 hour. Yields the product COC1=C(C(=CC(=C1)COC)OC)C1=CC=CC=2N1N=C(C2NC(OC(C)(C)C)=O)COC (tert-Butyl N-[7-[2,6-dimethoxy-4-(methoxymethyl)phenyl]-2-(methoxymethyl)pyrazolo[1,5-a]pyridin-3-yl]carbamate). Isolated yield 63.6%. RXN SMILES: Br[C:2]1[N:7]2[N:8]=[C:9]([CH2:19][O:20][CH3:21])[C:10]([NH:11][C:12](=[O:18])[O:13][C:14]([CH3:17])([CH3:16])[CH3:15])=[C:6]2[CH:5]=[CH:4][CH:3]=1.O.[CH3:23][O:24][C:25]1[CH:30]=[C:29]([CH2:31][O:32][CH3:33])[CH:28]=[C:27]([O:34][CH3:35])[C:26]=1OB(O)O.O.O.O.O.O.O.O.O.[OH-].[Ba+2].[OH-]>COCCOC.C1C=CC([P]([Pd]([P](C2C=CC=CC=2)(C2C=CC=CC=2)C2C=CC=CC=2)([P](C2C=CC=CC=2)(C2C=CC=CC=2)C2C=CC=CC=2)[P](C2C=CC=CC=2)(C2C=CC=CC=2)C2C=CC=CC=2)(C2C=CC=CC=2)C2C=CC=CC=2)=CC=1>[CH3:35][O:34][C:27]1[CH:28]=[C:29]([CH2:31][O:32][CH3:33])[CH:30]=[C:25]([O:24][CH3:23])[C:26]=1[C:2]1[N:7]2[N:8]=[C:9]([CH2:19][O:20][CH3:21])[C:10]([NH:11][C:12](=[O:18])[O:13][C:14]([CH3:17])([CH3:16])[CH3:15])=[C:6]2[CH:5]=[CH:4][CH:3]=1 |f:3.4.5.6.7.8.9.10.11.12.13,^1:60,62,81,100|. Reported procedure: To a solution of tert-butyl N-[7-bromo-2-(methoxymethyl)pyrazolo[1,5-a]pyridin-3-yl]carbamate (300 mg) dissolved in 1,2-dimethoxyethane (10 mL) and water (5 mL) was added 2,6-dimethoxy-4-methoxymethylphenylboric acid (323 mg), tetrakis(triphenylphosphine)palladium(0) (146 mg) and barium hydroxide octahydrate (398 mg), and the reaction mixture was heated and stirred for 2 hours at 80° C. under a nitrogen stream. Water was added to the obtained reaction mixture, the reaction mixture was extracted ... The reactants are CC1=C(OC2=C1C(=C(C=C2C(C2=CC=C(C=C2)Cl)=O)C(C)(C)C)O)C(=O)OCC (Ethyl 3-methyl-4-hydroxy-5-tert-butyl-7-p-chlorobenzoylbenzofuran-2-carboxylate), Cl (HCl), CC1=C(OC2=C1C(=C(C=C2C(C2=CC=C(C=C2)Cl)=O)C(C)(C)C)O)C(=O)OCC (Ethyl 3-Methyl-4-hydroxy-5-tert-butyl-7-p-chlorobenzoylbenzofuran-2-carboxylate), [OH-].[K+] (potassium hydroxide). Run in O (water). The product is CC1=C(OC2=C1C(=C(C=C2C(C2=CC=C(C=C2)Cl)=O)C(C)(C)C)O)C(=O)O (3-Methyl-4-hydroxy-5-tert-butyl-7-p-chlorobenzoylbenzofuran-2-carboxylic acid). As a reaction SMILES: [CH3:1][C:2]1[C:6]2[C:7]([OH:24])=[C:8]([C:20]([CH3:23])([CH3:22])[CH3:21])[CH:9]=[C:10]([C:11](=[O:19])[C:12]3[CH:17]=[CH:16][C:15]([Cl:18])=[CH:14][CH:13]=3)[C:5]=2[O:4][C:3]=1[C:25]([O:27]CC)=[O:26].[OH-].[K+].Cl>O>[CH3:1][C:2]1[C:6]2[C:7]([OH:24])=[C:8]([C:20]([CH3:23])([CH3:21])[CH3:22])[CH:9]=[C:10]([C:11](=[O:19])[C:12]3[CH:13]=[CH:14][C:15]([Cl:18])=[CH:16][CH:17]=3)[C:5]=2[O:4][C:3]=1[C:25]([OH:27])=[O:26] |f:1.2|. Reported procedure: Ethyl 3-methyl-4-hydroxy-5-tert-butyl-7-p-chlorobenzoylbenzofuran-2-carboxylate, compound 17 (0.322 g, 0.79 mmol) was suspended in a solution of potassium hydroxide (0.151 g, 2.69 mmol) in water (15 mL) and heated to reflux for 2.5 hours. The resulting solution was cooled in an ice bath and acidified with 2N HCl. The product precipitated and 3-methyl-4-hydroxy-5-tert-butyl-7-p-chlorobenoylbenzofuran-2-carboxylic acid, compound 18 was collected by filtration and allowed to air dry. mp 214°-216° C... The reactants are C(=O)(O)CCC1=C(OCCCC(=O)O)C=CC=C1CCCCCCOC1=CC(=CC(=C1)C1=CSC=C1)C(N(C)C)=O (4-{2-(2-carboxy-ethyl)-3-[6-(3-dimethylcarbamoyl-5-thiophen-3-yl-phenoxy)-hexyl]-phenoxy}-butyric acid), C(C)OC(=O)CCC1=C(C=CC=C1OCCCC(=O)OCC)CCCCCCOC=1C=C(C(=O)O)C=C(C1)C1=CSC=C1 (3-{6-[2-(2-ethoxycarbonyl-ethyl)-3-(3-ethoxycarbonyl-propoxy)-phenyl]-hexyloxy}-5-thiophen-3-yl-benzoic acid), N1CCCCC1 (piperidine). Yields the product C(=O)(O)CCC1=C(OCCCC(=O)O)C=CC=C1CCCCCCOC1=CC(=CC(=C1)C1=CSC=C1)C(=O)N1CCCCC1 (4-(2-(2-Carboxy-ethyl)-3-{6-[3-(piperidine-1-carbonyl)-5-thiophen-3-yl-phenoxy]-hexyl}-phenoxy)-butyric acid). RXN SMILES: [C:1]([CH2:4][CH2:5][C:6]1[C:18]([CH2:19][CH2:20][CH2:21][CH2:22][CH2:23][CH2:24][O:25][C:26]2[CH:31]=[C:30]([C:32]3[CH:36]=[CH:35][S:34][CH:33]=3)[CH:29]=[C:28]([C:37](=[O:41])[N:38]([CH3:40])[CH3:39])[CH:27]=2)=[CH:17][CH:16]=[CH:15][C:7]=1[O:8][CH2:9][CH2:10][CH2:11][C:12]([OH:14])=[O:13])([OH:3])=[O:2].C(O[C:45]([CH2:47][CH2:48]C1C(OCCCC(OCC)=O)=CC=CC=1CCCCCCOC1C=C(C=C(C2C=CSC=2)C=1)C(O)=O)=O)C.N1CCCCC1>>[C:1]([CH2:4][CH2:5][C:6]1[C:18]([CH2:19][CH2:20][CH2:21][CH2:22][CH2:23][CH2:24][O:25][C:26]2[CH:31]=[C:30]([C:32]3[CH:36]=[CH:35][S:34][CH:33]=3)[CH:29]=[C:28]([C:37]([N:38]3[CH2:40][CH2:48][CH2:47][CH2:45][CH2:39]3)=[O:41])[CH:27]=2)=[CH:17][CH:16]=[CH:15][C:7]=1[O:8][CH2:9][CH2:10][CH2:11][C:12]([OH:14])=[O:13])([OH:3])=[O:2]. Procedure details: The title compound was prepared by the same method as 4-{2-(2-carboxy-ethyl)-3-[6-(3-dimethylcarbamoyl-5-thiophen-3-yl-phenoxy)-hexyl]-phenoxy}-butyric acid starting from 3-{6-[2-(2-ethoxycarbonyl-ethyl)-3-(3-ethoxycarbonyl-propoxy)-phenyl]-hexyloxy}-5-thiophen-3-yl-benzoic acid and piperidine. Reactants: CCO, Cl, N#Cc1ccccn1, NO, [Na+], [Na+], O=C([O-])[O-]. Product: NC(=NO)c1ccccn1. Reaction SMILES: [CH3:18][CH2:19][OH:20].[ClH:9].[N:1]#[C:2][c:3]1[cH:4][cH:5][cH:6][cH:7][n:8]1.[NH2:10][OH:11].[Na+:12].[Na+:13].[O-:14][C:15](=[O:16])[O-:17]>>[NH2:1][C:2]([c:3]1[cH:4][cH:5][cH:6][cH:7][n:8]1)=[N:10][OH:11]. Starting materials: NCCCN1CCCCC1 (1-(3-aminopropyl) piperidine), C(C1=CC=CC=C1)(=O)OC1=C(C(=O)O)C=CC(=C1)OC(C1=CC=CC=C1)=O (2,4-dibenzoyloxybenzoic acid). Yields the product C(C1=CC=CC=C1)OC1=C(C(=O)NCCCN2CCCCC2)C=CC(=C1)OCC1=CC=CC=C1 (1-[3-(2,4-dibenzyloxybenzoyl)aminopropyl]piperidine). Isolated yield 94.8%. RXN SMILES: [NH2:1][CH2:2][CH2:3][CH2:4][N:5]1[CH2:10][CH2:9][CH2:8][CH2:7][CH2:6]1.[C:11]([O:19][C:20]1[CH:28]=[C:27]([O:29][C:30](=O)[C:31]2[CH:36]=[CH:35][CH:34]=[CH:33][CH:32]=2)[CH:26]=[CH:25][C:21]=1[C:22](O)=[O:23])(=O)[C:12]1[CH:17]=[CH:16][CH:15]=[CH:14][CH:13]=1>>[CH2:11]([O:19][C:20]1[CH:28]=[C:27]([O:29][CH2:30][C:31]2[CH:36]=[CH:35][CH:34]=[CH:33][CH:32]=2)[CH:26]=[CH:25][C:21]=1[C:22]([NH:1][CH2:2][CH2:3][CH2:4][N:5]1[CH2:10][CH2:9][CH2:8][CH2:7][CH2:6]1)=[O:23])[C:12]1[CH:13]=[CH:14][CH:15]=[CH:16][CH:17]=1. Reported procedure: Condensation between 1-(3-aminopropyl) piperidine (427 mg) and 2,4-dibenzoyloxybenzoic acid (1.0 g) is carried out in the same manner as in Example 7, i) to yield 1-[3-(2,4-dibenzyloxybenzoyl)aminopropyl]piperidine (1.2 g). The reactants are OC1CCN(Cc2ccccc2)C1, Cc1ccc(S(=O)(=O)O)cc1, Cc1ccccc1S(=O)(=O)c1ccc(CN2CCC(O)C2)cc1. Product: OC1CCN(Cc2ccccc2)C1, Cc1ccc(S(=O)(=O)O)cc1. RXN SMILES: [CH2:1]([c:2]1[cH:3][cH:4][cH:5][cH:6][cH:7]1)[N:8]1[CH2:9][CH:10]([OH:13])[CH2:11][CH2:12]1.[OH:14][S:15](=[O:16])(=[O:17])[c:18]1[cH:19][cH:20][c:21]([CH3:22])[cH:23][cH:24]1.[c:25]1([CH3:26])[c:27]([S:28]([c:29]2[cH:30][cH:31][c:32]([CH2:33][N:34]3[CH2:35][CH2:36][CH:37]([OH:38])[CH2:39]3)[cH:40][cH:41]2)(=[O:42])=[O:43])[cH:44][cH:45][cH:46][cH:47]1>>[CH2:1]([c:2]1[cH:3][cH:4][cH:5][cH:6][cH:7]1)[N:8]1[CH2:9][CH:10]([OH:13])[CH2:11][CH2:12]1.[O:14]=[S:15](=[O:16])([OH:17])[c:18]1[cH:19][cH:20][c:21]([CH3:22])[cH:23][cH:24]1. RXN SMILES: [CH3:31][S:32](=[O:33])(=[O:34])[N:35]([C:36]([O:37][C:38]([CH3:39])([CH3:40])[CH3:41])=[O:42])[c:43]1[cH:44][c:45]([O:49][CH2:50][CH:51]2[O:52][CH2:53]2)[cH:46][cH:47][cH:48]1.[CH3:54][OH:55].[CH:1]([OH:2])=[O:3].[CH:56]([Cl:57])([Cl:58])[Cl:59].[NH2:4][CH2:5][CH2:6][c:7]1[cH:8][cH:9][c:10]([NH:11][CH:12]2[CH2:13][CH2:14][N:15]([C:18](=[O:19])[NH:20][CH2:21][c:22]3[cH:23][cH:24][c:25]([F:28])[cH:26][cH:27]3)[CH2:16][CH2:17]2)[cH:29][cH:30]1>>[NH:4]([CH2:5][CH2:6][c:7]1[cH:8][cH:9][c:10]([NH:11][CH:12]2[CH2:13][CH2:14][N:15]([C:18](=[O:19])[NH:20][CH2:21][c:22]3[cH:23][cH:24][c:25]([F:28])[cH:26][cH:27]3)[CH2:16][CH2:17]2)[cH:29][cH:30]1)[CH2:53][CH:51]([CH2:50][O:49][c:45]1[cH:44][c:43]([N:35]([S:32]([CH3:31])(=[O:33])=[O:34])[C:36]([O:37][C:38]([CH3:39])([CH3:40])[CH3:41])=[O:42])[cH:48][cH:47][cH:46]1)[OH:52]. Reactants: CC(C)(C)OC(=O)N(c1cccc(OCC2CO2)c1)S(C)(=O)=O, CO, O=CO, ClC(Cl)Cl, NCCc1ccc(NC2CCN(C(=O)NCc3ccc(F)cc3)CC2)cc1. Product: CC(C)(C)OC(=O)N(c1cccc(OCC(O)CNCCc2ccc(NC3CCN(C(=O)NCc4ccc(F)cc4)CC3)cc2)c1)S(C)(=O)=O. Reactants: C(C)O (ethanol), C([O-])([O-])=O.[K+].[K+] (potassium carbonate), BrC=1C=CC2=C(C=C(CCN2)C(=O)OC)C1 (methyl 7-bromo-2,3-dihydro-1-benzazepine-4-carboxylate), B(OC1=CC=C(C=C1)OCCOCCC)([O-])[O-] (4-propoxyethoxyphenyl borate). Reagents/catalysts: C=1C=CC(=CC1)[P](C=2C=CC=CC2)(C=3C=CC=CC3)[Pd]([P](C=4C=CC=CC4)(C=5C=CC=CC5)C=6C=CC=CC6)([P](C=7C=CC=CC7)(C=8C=CC=CC8)C=9C=CC=CC9)[P](C=1C=CC=CC1)(C=1C=CC=CC1)C=1C=CC=CC1 (tetrakistriphenylphosphinepalladium). Solvent: C1(=CC=CC=C1)C (toluene), O (water), O (water). Reaction conditions: temperature 100 celsius, time 30 minute. Product: C(CC)OCCOC1=CC=C(C=C1)C=1C=CC2=C(C=C(CCN2)C(=O)OC)C1 (methyl 7-(4-propoxyethoxyphenyl)-2,3-dihydro-1-benzazepine-4-carboxylate). Isolated yield 63.9%. Reaction SMILES: C(O)C.Br[C:5]1[CH:6]=[CH:7][C:8]2[NH:14][CH2:13][CH2:12][C:11]([C:15]([O:17][CH3:18])=[O:16])=[CH:10][C:9]=2[CH:19]=1.B([O-])([O-])O[C:22]1[CH:27]=[CH:26][C:25]([O:28][CH2:29][CH2:30][O:31][CH2:32][CH2:33][CH3:34])=[CH:24][CH:23]=1.C(=O)([O-])[O-].[K+].[K+]>C1(C)C=CC=CC=1.C1C=CC([P]([Pd]([P](C2C=CC=CC=2)(C2C=CC=CC=2)C2C=CC=CC=2)([P](C2C=CC=CC=2)(C2C=CC=CC=2)C2C=CC=CC=2)[P](C2C=CC=CC=2)(C2C=CC=CC=2)C2C=CC=CC=2)(C2C=CC=CC=2)C2C=CC=CC=2)=CC=1.O>[CH2:32]([O:31][CH2:30][CH2:29][O:28][C:25]1[CH:24]=[CH:23][C:22]([C:5]2[CH:6]=[CH:7][C:8]3[NH:14][CH2:13][CH2:12][C:11]([C:15]([O:17][CH3:18])=[O:16])=[CH:10][C:9]=3[CH:19]=2)=[CH:27][CH:26]=1)[CH2:33][CH3:34] |f:3.4.5,^1:53,55,74,93|. Reported procedure: In toluene (100 ml), ethanol (10 ml) and water (10 ml) were suspended methyl 7-bromo-2,3-dihydro-1-benzazepine-4-carboxylate (3.0 g), 4-propoxyethoxyphenyl borate (3.1 g) and potassium carbonate (3.8 g), and the suspension was stirred for 30 minutes under argon atmosphere. Then, to the suspension was added tetrakistriphenylphosphinepalladium (860 mg), and the mixture was heated at 100° C. for 8 hours under argon atmosphere. After allowing to cool, water was added thereto, and the mixture was ext... Starting materials: amides, COC1=C(N)C=CC=C1CCN1CCN(CC1)C1=C2C=CC(=NC2=CC=C1)C (2-(methoxy)-3-{2-[4-(2-methyl-5-quinolinyl)-1-piperazinyl]ethyl}aniline), C(C)(=O)Cl (acetyl chloride). Product: Cl.Cl.COC1=C(C=CC=C1CCN1CCN(CC1)C1=C2C=CC(=NC2=CC=C1)C)NC(C)=O (N-(2-(Methoxy)-3-{2-[4-(2-methyl-5-quinolinyl)-1-piperazinyl]ethyl}phenyl)acetamide dihydrochloride). The yield is 42.0%. RXN SMILES: [CH3:1][O:2][C:3]1[C:9]([CH2:10][CH2:11][N:12]2[CH2:17][CH2:16][N:15]([C:18]3[CH:27]=[CH:26][CH:25]=[C:24]4[C:19]=3[CH:20]=[CH:21][C:22]([CH3:28])=[N:23]4)[CH2:14][CH2:13]2)=[CH:8][CH:7]=[CH:6][C:4]=1[NH2:5].[C:29]([Cl:32])(=[O:31])[CH3:30]>>[ClH:32].[ClH:32].[CH3:1][O:2][C:3]1[C:9]([CH2:10][CH2:11][N:12]2[CH2:13][CH2:14][N:15]([C:18]3[CH:27]=[CH:26][CH:25]=[C:24]4[C:19]=3[CH:20]=[CH:21][C:22]([CH3:28])=[N:23]4)[CH2:16][CH2:17]2)=[CH:8][CH:7]=[CH:6][C:4]=1[NH:5][C:29](=[O:31])[CH3:30] |f:2.3.4|. Procedure: The title compound was prepared in 42% yield according to the general procedure for the preparation of amides (Method B) starting from starting from 2-(methoxy)-3-{2-[4-(2-methyl-5-quinolinyl)-1-piperazinyl]ethyl}aniline and acetyl chloride. Solvent: C1CCOC1 (THF), C1CCOC1 (THF), C1CCOC1 (THF), CCCCCC (n-hexane), C(C)O (ethanol). The reactants are ClC1=NC=CN=C1 (2-chloropyrazine), C(C)C1=CC=C(C=O)C=C1 (4-ethylbenzaldehyde), C([O-])(O)=O.[Na+] (sodium bicarbonate), C(CCC)[Li] (n-butyllithium), CC1(NC(CCC1)(C)C)C (2,2,6,6-tetramethylpiperidine), Cl (hydrochloric acid). RXN SMILES: C([Li])CCC.CC1(C)CCCC(C)(C)N1.[Cl:16][C:17]1[CH:22]=[N:21][CH:20]=[CH:19][N:18]=1.[CH2:23]([C:25]1[CH:32]=[CH:31][C:28]([CH:29]=[O:30])=[CH:27][CH:26]=1)[CH3:24].Cl.C(=O)(O)[O-].[Na+]>C1COCC1.C(O)C.CCCCCC>[Cl:16][C:17]1[C:22]([CH:29]([C:28]2[CH:31]=[CH:32][C:25]([CH2:23][CH3:24])=[CH:26][CH:27]=2)[OH:30])=[N:21][CH:20]=[CH:19][N:18]=1 |f:5.6|. Product: ClC1=NC=CN=C1C(O)C1=CC=C(C=C1)CC ((2-chloropyrazin-3-yl)-(4-ethylphenyl)methanol). Procedure details: A 1.58 M n-hexane solution of n-butyllithium (19.0 mL, 0.0300 mol) and THF (50 mL) were mixed, followed by addition of 2,2,6,6-tetramethylpiperidine (4.2 g, 0.0300 mol) at −78° C. The reaction mixture was warmed to 0° C. and stirred for 20 minutes. After the reaction mixture was cooled again to −78° C., a solution of 2-chloropyrazine (2.5 g, 0.0218 mol) in THF (5 mL) was added dropwise thereto and stirred at −78° C. for 1 hour. A solution of 4-ethylbenzaldehyde (3.3 g, 0.0240 mol) in THF (5 mL) ... The yield is 57.2%. Run at temperature 0 celsius, time 20 minute.